From a dataset of the Open Reaction Database (ORD), a public repository of structured organic reaction records. describe an organic reaction: reactants, conditions, products, and yield Reactants: O (Water), C(=O)(C(=O)OC)C1CCN(CC1)C1CCC2=C(NC=3C=CC=C1C23)C2=CC=CC=C2 (5-(4-methoxalylpiperadinyl)-2-phenyl-1,3,4,5-tetrahydrobenz[cd]indole), [BH4-].[Li+] (lithium borohydride), [BH4-].[Li+] (lithium borohydride). Solvent: O1CCCC1 (tetrahydrofuran). Reaction conditions: time 5 minute. Product: OCC(=O)C1CCN(CC1)C1CCC2=C(NC=3C=CC=C1C23)C2=CC=CC=C2 (5-(4-hydroxyacetylpiperadinyl)-2-phenyl-1,3,4,5-tetrahydrobenz[cd]indole). The yield is 48.4%. RXN SMILES: [C:1]([CH:7]1[CH2:12][CH2:11][N:10]([CH:13]2[C:23]3[C:24]4[C:16](=[C:17]([C:25]5[CH:30]=[CH:29][CH:28]=[CH:27][CH:26]=5)[NH:18][C:19]=4[CH:20]=[CH:21][CH:22]=3)[CH2:15][CH2:14]2)[CH2:9][CH2:8]1)([C:3](OC)=[O:4])=[O:2].[BH4-].[Li+].O>O1CCCC1>[OH:4][CH2:3][C:1]([CH:7]1[CH2:8][CH2:9][N:10]([CH:13]2[C:23]3[C:24]4[C:16](=[C:17]([C:25]5[CH:26]=[CH:27][CH:28]=[CH:29][CH:30]=5)[NH:18][C:19]=4[CH:20]=[CH:21][CH:22]=3)[CH2:15][CH2:14]2)[CH2:11][CH2:12]1)=[O:2] |f:1.2|. Procedure: To a suspension of the compound (100 mg) obtained in Example 157 in anhydrous tetrahydrofuran (THF; 20 ml) was added lithium borohydride (5.5 mg) under cooling with ice. The mixture was stirred for 5 minutes. After adding another lithium borohydride (5.5 mg), the mixture was stirred for further 5 minutes. Water was added to the reaction mixture, followed by extraction with methylene chloride. The organic layer was washed with saturated aqueous solution of sodium chloride and dried over anhydrous... Starting materials: CCO, COc1ccccc1C=O, Cl, NO, [Na+], [OH-], O. Yields the product COc1ccccc1C=NO. RXN SMILES: [CH3:17][CH2:18][OH:19].[CH:3]([c:4]1[c:5]([O:10][CH3:11])[cH:6][cH:7][cH:8][cH:9]1)=[O:12].[ClH:13].[NH2:14][OH:15].[Na+:2].[OH-:1].[OH2:16]>>[OH:1][N:14]=[CH:3][c:4]1[c:5]([O:10][CH3:11])[cH:6][cH:7][cH:8][cH:9]1. The reactants are [H-].[Na+] (NaH), oil, COC=1C=C(C=CC1OC)C(CCCC1=CC(=C(C=C1)OC)OC)O (1,4-bis (3,4-dimethoxyphenyl)butane-1-ol), CI (MeI), C1CCOC1 (THF), CI (MeI). Run in O (H2O). Conditions: time 8 hour. The product is COC=1C=C(C=CC1OC)C(CCC)OC (3,4-Dimethoxyphenyl-1-methoxybutane). RXN SMILES: [H-].[Na+].[CH3:3][O:4][C:5]1[CH:6]=[C:7]([CH:13]([OH:27])[CH2:14][CH2:15][CH2:16]C2C=CC(OC)=C(OC)C=2)[CH:8]=[CH:9][C:10]=1[O:11][CH3:12].CI.[CH2:30]1COCC1>O>[CH3:3][O:4][C:5]1[CH:6]=[C:7]([CH:13]([O:27][CH3:30])[CH2:14][CH2:15][CH3:16])[CH:8]=[CH:9][C:10]=1[O:11][CH3:12] |f:0.1|. Procedure details: A 60% dispersion of NaH in mineral oil (32.7 g, 1.3625 mole) was added portionwise over 40 minutes to a mechanically stirred solution of 1,4-bis (3,4-dimethoxyphenyl)butane-1-ol (292 g, 0.843 mole), MeI (125.4 g, 0.883 mole, 55 cc), and dry THF (1.5 1) at 22°-33° C. maintained by intermittent cooling. Additional MeI (22.8 g, 0.16 mole, 10 cc) was added and the reaction mixture was stirred overnight at room temperature. The reaction mixture was treated with H2O (15 cc), stirred for 1 hour, and fi... Starting materials: FC1=CC(=C(C=C1)C1=C(C=NC(=C1)C)NC)OC (4-(4-fluoro-2-methoxyphenyl)-N,6-dimethylpyridin-3-amine), ClC=1C=C(C(=O)O)C=C(C1)S(=O)(=O)C (3-chloro-5-(methylsulfonyl)benzoic acid). The product is ClC=1C=C(C(=O)N(C)C=2C=NC(=CC2C2=C(C=C(C=C2)F)OC)C)C=C(C1)S(=O)(=O)C (3-Chloro-N-[4-(4-fluoro-2-methoxy-phenyl)-6-methyl-pyridin-3-yl]-5-methanesulfonyl-N-methyl-benzamide). RXN SMILES: [F:1][C:2]1[CH:7]=[CH:6][C:5]([C:8]2[CH:13]=[C:12]([CH3:14])[N:11]=[CH:10][C:9]=2[NH:15][CH3:16])=[C:4]([O:17][CH3:18])[CH:3]=1.[Cl:19][C:20]1[CH:21]=[C:22]([CH:26]=[C:27]([S:29]([CH3:32])(=[O:31])=[O:30])[CH:28]=1)[C:23]([OH:25])=O>>[Cl:19][C:20]1[CH:21]=[C:22]([CH:26]=[C:27]([S:29]([CH3:32])(=[O:31])=[O:30])[CH:28]=1)[C:23]([N:15]([C:9]1[CH:10]=[N:11][C:12]([CH3:14])=[CH:13][C:8]=1[C:5]1[CH:6]=[CH:7][C:2]([F:1])=[CH:3][C:4]=1[O:17][CH3:18])[CH3:16])=[O:25]. Procedure details: The title compound was prepared in analogy to example 90, from 4-(4-fluoro-2-methoxyphenyl)-N,6-dimethylpyridin-3-amine and 3-chloro-5-(methylsulfonyl)benzoic acid (example 114, intermediate a) after a reaction time of 15.5 hours. The product was purified by preparative HPLC (Gemini NX column) using a gradient of MeOH:water (containing 0.1% formic acid) (20:80 to 98:2). Colorless oil (41%). MS (ESI): m/z=463.09 [M+H]+. Starting materials: CCCCCC1CCC(c2ccc(Br)cc2)CC1, C#C[Si](C)(C)C, CC(C)NC(C)C, [Cu]I. Product: CCCCCC1CCC(c2ccc(C#C[Si](C)(C)C)cc2)CC1. As a reaction SMILES: [Br:1][c:2]1[cH:3][cH:4][c:5]([CH:8]2[CH2:9][CH2:10][CH:11]([CH2:14][CH2:15][CH2:16][CH2:17][CH3:18])[CH2:12][CH2:13]2)[cH:6][cH:7]1.[CH3:19][Si:20]([CH3:21])([CH3:22])[C:23]#[CH:24].[CH:25]([NH:26][CH:27]([CH3:28])[CH3:29])([CH3:30])[CH3:31].[Cu:32][I:33]>>[c:2]1([C:24]#[C:23][Si:20]([CH3:19])([CH3:21])[CH3:22])[cH:3][cH:4][c:5]([CH:8]2[CH2:9][CH2:10][CH:11]([CH2:14][CH2:15][CH2:16][CH2:17][CH3:18])[CH2:12][CH2:13]2)[cH:6][cH:7]1. Starting materials: Compound V, O=C(CCCCC(=O)O)C (6-oxoheptanoic acid), C1(=CC=CC2=CC=CC=C12)OCC(CNC(CCC(=O)O)C)O (4-[3-(1-Naphthyloxy)-2-Hydroxypropylamino]-Pentanoic Acid). Yields the product COCCC1=CC=C(OCC(CNC(CCCCC(=O)O)C)O)C=C1 (6-[3-(4-β-Methoxyethylphenoxy)-2-Hydroxypropylamino]-Heptanoic Acid). RXN SMILES: O=[C:2]([CH3:10])[CH2:3][CH2:4][CH2:5][CH2:6][C:7]([OH:9])=[O:8].[C:11]1([O:21][CH2:22][CH:23]([OH:33])[CH2:24][NH:25]C(C)CCC(O)=O)[C:20]2[C:15](=CC=CC=2)[CH:14]=[CH:13][CH:12]=1>>[CH3:22][O:21][CH2:11][CH2:12][C:14]1[CH:13]=[CH:12][C:11]([O:21][CH2:22][CH:23]([OH:33])[CH2:24][NH:25][CH:2]([CH3:10])[CH2:3][CH2:4][CH2:5][CH2:6][C:7]([OH:9])=[O:8])=[CH:20][CH:15]=1. Procedure: The title compound was synthesized from Compound V [R=4-(β-methoxyethyl)-phenyl] and 6-oxoheptanoic acid p-toluide on a 2 mmol scale using the general procedure described above for Compound 7. Reactants: CC(C)Cc1cc(C=O)n(C(C)(C)C)n1, NCCN1CCN(c2ccccc2F)CC1. The product is CC(C)Cc1cc(CNCCN2CCN(c3ccccc3F)CC2)n(C(C)(C)C)n1. As a reaction SMILES: [C:17]([CH3:18])([CH3:19])([CH3:20])[n:21]1[n:22][c:23]([CH2:28][CH:29]([CH3:30])[CH3:31])[cH:24][c:25]1[CH:26]=[O:27].[F:1][c:2]1[c:3]([N:8]2[CH2:9][CH2:10][N:11]([CH2:14][CH2:15][NH2:16])[CH2:12][CH2:13]2)[cH:4][cH:5][cH:6][cH:7]1>>[F:1][c:2]1[c:3]([N:8]2[CH2:9][CH2:10][N:11]([CH2:14][CH2:15][NH:16][CH2:26][c:25]3[n:21]([C:17]([CH3:18])([CH3:19])[CH3:20])[n:22][c:23]([CH2:28][CH:29]([CH3:30])[CH3:31])[cH:24]3)[CH2:12][CH2:13]2)[cH:4][cH:5][cH:6][cH:7]1.